This data is from the Open Reaction Database (ORD), a public repository of structured organic reaction records. The task is: describe an organic reaction: reactants, conditions, products, and yield The reactants are CCOC(=O)Cc1ccc(-c2nc(COc3ccc(COc4nn(-c5ccccc5)cc4C=Cc4cn(CC)cn4)cc3OC)c(C)o2)cc1, CCO, Cl, [Na+], C1CCOC1, [OH-]. Product: CCn1cnc(C=Cc2cn(-c3ccccc3)nc2OCc2ccc(OCc3nc(-c4ccc(CC(=O)O)cc4)oc3C)c(OC)c2)c1. Reaction SMILES: [CH2:1]([CH3:2])[n:3]1[cH:4][n:5][c:6]([CH:8]=[CH:9][c:10]2[c:11]([O:21][CH2:22][c:23]3[cH:24][c:25]([O:49][CH3:50])[c:26]([O:27][CH2:28][c:29]4[n:30][c:31](-[c:35]5[cH:36][cH:37][c:38]([CH2:41][C:42](=[O:43])[O:44][CH2:45][CH3:46])[cH:39][cH:40]5)[o:32][c:33]4[CH3:34])[cH:47][cH:48]3)[n:12][n:13](-[c:15]3[cH:16][cH:17][cH:18][cH:19][cH:20]3)[cH:14]2)[cH:7]1.[CH3:59][CH2:60][OH:61].[ClH:58].[Na+:52].[O:53]1[CH2:54][CH2:55][CH2:56][CH2:57]1.[OH-:51]>>[CH2:1]([CH3:2])[n:3]1[cH:4][n:5][c:6]([CH:8]=[CH:9][c:10]2[c:11]([O:21][CH2:22][c:23]3[cH:24][c:25]([O:49][CH3:50])[c:26]([O:27][CH2:28][c:29]4[n:30][c:31](-[c:35]5[cH:36][cH:37][c:38]([CH2:41][C:42](=[O:43])[OH:44])[cH:39][cH:40]5)[o:32][c:33]4[CH3:34])[cH:47][cH:48]3)[n:12][n:13](-[c:15]3[cH:16][cH:17][cH:18][cH:19][cH:20]3)[cH:14]2)[cH:7]1. Reaction SMILES: [Br:1][c:2]1[cH:3][cH:4][c:5]([O:13][CH2:14][c:15]2[cH:16][cH:17][c:18]([O:21][CH2:22][c:23]3[n:24][c:25](-[c:29]4[cH:30][cH:31][cH:32][cH:33][cH:34]4)[o:26][c:27]3[CH3:28])[cH:19][cH:20]2)[c:6]([CH2:8][C:9](=[O:10])[O:11][CH3:12])[cH:7]1.[CH3:135][c:136]1[cH:137][cH:138][cH:139][cH:140][cH:141]1.[CH3:50][OH:51].[CH3:52][CH2:53][O:54][C:55](=[O:56])[CH3:57].[Na+:44].[Na+:45].[O-:46][C:47](=[O:48])[O-:49].[OH:35][B:36]([OH:37])[c:38]1[cH:39][cH:40][cH:41][cH:42][cH:43]1.[cH:58]1[cH:59][cH:60][c:61]([P:62]([Pd:63]([P:64]([c:65]2[cH:66][cH:67][cH:68][cH:69][cH:70]2)([c:71]2[cH:72][cH:73][cH:74][cH:75][cH:76]2)[c:77]2[cH:78][cH:79][cH:80][cH:81][cH:82]2)([P:83]([c:84]2[cH:85][cH:86][cH:87][cH:88][cH:89]2)([c:90]2[cH:91][cH:92][cH:93][cH:94][cH:95]2)[c:96]2[cH:97][cH:98][cH:99][cH:100][cH:101]2)[P:102]([c:103]2[cH:104][cH:105][cH:106][cH:107][cH:108]2)([c:109]2[cH:110][cH:111][cH:112][cH:113][cH:114]2)[c:115]2[cH:116][cH:117][cH:118][cH:119][cH:120]2)([c:121]2[cH:122][cH:123][cH:124][cH:125][cH:126]2)[c:127]2[cH:128][cH:129][cH:130][cH:131][cH:132]2)[cH:133][cH:134]1>>[c:2]1(-[c:38]2[cH:39][cH:40][cH:41][cH:42][cH:43]2)[cH:3][cH:4][c:5]([O:13][CH2:14][c:15]2[cH:16][cH:17][c:18]([O:21][CH2:22][c:23]3[n:24][c:25](-[c:29]4[cH:30][cH:31][cH:32][cH:33][cH:34]4)[o:26][c:27]3[CH3:28])[cH:19][cH:20]2)[c:6]([CH2:8][C:9](=[O:10])[O:11][CH3:12])[cH:7]1. Yields the product COC(=O)Cc1cc(-c2ccccc2)ccc1OCc1ccc(OCc2nc(-c3ccccc3)oc2C)cc1. The reactants are COC(=O)Cc1cc(Br)ccc1OCc1ccc(OCc2nc(-c3ccccc3)oc2C)cc1, Cc1ccccc1, CO, CCOC(C)=O, [Na+], [Na+], O=C([O-])[O-], OB(O)c1ccccc1, c1ccc(P(c2ccccc2)(c2ccccc2)[Pd](P(c2ccccc2)(c2ccccc2)c2ccccc2)(P(c2ccccc2)(c2ccccc2)c2ccccc2)P(c2ccccc2)(c2ccccc2)c2ccccc2)cc1.